From a dataset of the Open Reaction Database (ORD), a public repository of structured organic reaction records. describe an organic reaction: reactants, conditions, products, and yield Reactants: product, C(C1=CC=CC=C1)(=O)Cl (benzoylchloride), [OH-].[Na+] (sodium hydroxide), [OH-].[Na+] (sodium hydroxide), C1(=CCCCC1)C(=O)Cl (cyclohexenylcarbonyl chloride), [OH-].[Na+] (sodium hydroxide), Cl.C(C)(C)(C)NN (t-butylhydrazine hydrochloride). Solvent: C1(=CC=CC=C1)C (toluene), CCCCCC (hexane), CCCCCC (hexane), C1(=CC=CC=C1)C (toluene). Conditions: temperature 5 celsius, time 15 minute. Yields the product C(C)(C)(C)N(NC(=O)C1=CCCCC1)C(C1=CC=CC=C1)=O (N'-t-butyl-N-cyclohexenylcarbonyl-N'-benzoylhydrazine). As a reaction SMILES: Cl.[C:2]([NH:6][NH2:7])([CH3:5])([CH3:4])[CH3:3].[OH-].[Na+].[C:10]1([C:16](Cl)=[O:17])[CH2:15][CH2:14][CH2:13][CH2:12][CH:11]=1.[C:19](Cl)(=[O:26])[C:20]1[CH:25]=[CH:24][CH:23]=[CH:22][CH:21]=1>C1(C)C=CC=CC=1.CCCCCC>[C:2]([N:6]([C:19](=[O:26])[C:20]1[CH:25]=[CH:24][CH:23]=[CH:22][CH:21]=1)[NH:7][C:16]([C:10]1[CH2:15][CH2:14][CH2:13][CH2:12][CH:11]=1)=[O:17])([CH3:5])([CH3:4])[CH3:3] |f:0.1,2.3|. Reported procedure: To a stirred suspension of t-butylhydrazine hydrochloride (0.86 g, 0.007M) in toluene (30 ml) was added 50% sodium hydroxide (0.55 g, 0.007M). After 15 minutes, the mixture was cooled to 5° C. and cyclohexenylcarbonyl chloride (1.0 g, 0.007M) and 50% sodium hydroxide (0.55 g, 0.007M) were added separately and simultaneously so as to maintain the reaction temperature below 10° C. After the addition, the reaction mixture was allowed to warm to room temperature and stirred for 1 hour. The mixture w... Reactants: O=C([O-])[O-], CC1=C(C(=O)c2cccnc2)C(c2ccc(C#N)cc2)NC(=O)N1c1cccc(C(F)(F)F)c1, CN(C)C=O, CO, COC(=O)c1ccc(CCl)o1, [K+], [K+]. Yields the product COC(=O)c1ccc(CN2C(=O)N(c3cccc(C(F)(F)F)c3)C(C)=C(C(=O)c3cccnc3)C2c2ccc(C#N)cc2)o1. As a reaction SMILES: [C:35](=[O:36])([O-:37])[O-:38].[CH3:1][C:2]1=[C:3]([C:27](=[O:28])[c:29]2[cH:30][n:31][cH:32][cH:33][cH:34]2)[CH:4]([c:19]2[cH:20][cH:21][c:22]([C:23]#[N:24])[cH:25][cH:26]2)[NH:5][C:6](=[O:18])[N:7]1[c:8]1[cH:9][c:10]([C:14]([F:15])([F:16])[F:17])[cH:11][cH:12][cH:13]1.[CH3:52][N:53]([CH3:54])[CH:55]=[O:56].[CH3:57][OH:58].[Cl:41][CH2:42][c:43]1[cH:44][cH:45][c:46]([C:48](=[O:49])[O:50][CH3:51])[o:47]1.[K+:39].[K+:40]>>[CH3:1][C:2]1=[C:3]([C:27](=[O:28])[c:29]2[cH:30][n:31][cH:32][cH:33][cH:34]2)[CH:4]([c:19]2[cH:20][cH:21][c:22]([C:23]#[N:24])[cH:25][cH:26]2)[N:5]([CH2:42][c:43]2[cH:44][cH:45][c:46]([C:48](=[O:49])[O:50][CH3:51])[o:47]2)[C:6](=[O:18])[N:7]1[c:8]1[cH:9][c:10]([C:14]([F:15])([F:16])[F:17])[cH:11][cH:12][cH:13]1.